From a dataset of the Open Reaction Database (ORD), a public repository of structured organic reaction records. describe an organic reaction: reactants, conditions, products, and yield The reactants are ClC1=C(C=C(C=C1)I)C=1OC2=C(C(=CC(=C2C(C1)=O)OC)OC)[C@H]1[C@@H](N(CC1)C)CO ((+)-trans-2-(2-Chloro-5-iodo-phenyl)-8-(2-hydroxymethyl-1-methyl-pyrrolidin-3-yl)-5,7-dimethoxy-chromen-4-one), Cl.N1=CC=CC=C1 (pyridine hydrochloride). Yields the product ClC1=C(C=C(C=C1)I)C=1OC2=C(C(=CC(=C2C(C1)=O)O)O)[C@H]1[C@@H](N(CC1)C)CO ((+)-trans-2-(2-Chloro-5-iodo-phenyl)-5,7-dihydroxy-8-(2-hydroxymethyl-1-methyl-pyrrolidin-3-yl)-chromen-4-one). Reaction SMILES: [Cl:1][C:2]1[CH:7]=[CH:6][C:5]([I:8])=[CH:4][C:3]=1[C:9]1[O:10][C:11]2[C:16]([C:17](=[O:19])[CH:18]=1)=[C:15]([O:20]C)[CH:14]=[C:13]([O:22]C)[C:12]=2[C@@H:24]1[CH2:28][CH2:27][N:26]([CH3:29])[C@H:25]1[CH2:30][OH:31].Cl.N1C=CC=CC=1>>[Cl:1][C:2]1[CH:7]=[CH:6][C:5]([I:8])=[CH:4][C:3]=1[C:9]1[O:10][C:11]2[C:16]([C:17](=[O:19])[CH:18]=1)=[C:15]([OH:20])[CH:14]=[C:13]([OH:22])[C:12]=2[C@@H:24]1[CH2:28][CH2:27][N:26]([CH3:29])[C@H:25]1[CH2:30][OH:31] |f:1.2|. Procedure: Compound of example 137 (0.1 g, 0.18 mmol) was subjected to demethylation using pyridine hydrochloride (1 g, 8.65 mmol) as described in example 17, to obtain the title compound. Starting materials: O1CCCC1 (tetrahydrofuran), C(C)OC(=O)C=1OC2=C(C1C)C(=CC=C2)OCCCN(C(C)(C)C)C(=O)OC(C)(C)C (4-[3-(tert-butoxycarbonyl-tert-butyl-amino)-propoxy]-3-methyl-benzofuran-2-carboxylic acid ethyl ester), C(C)(C)[N-]C(C)C.[Li+] (lithium diisopropylamide), C(C)I (ethyl iodide). Solvent: C(C)(=O)OCC (ethyl acetate). Reaction conditions: time 8 hour. The product is C(C)OC(=O)C=1OC2=C(C1CCC)C(=CC=C2)OCCCN(C(C)(C)C)C(=O)OC(C)(C)C (4-[3-(tert-butoxycarbonyl-tert-butyl-amino)-propoxy]-3-propyl-benzofuran-2-carboxylic acid ethyl ester). Reaction SMILES: O1CC[CH2:3][CH2:2]1.[CH2:6]([O:8][C:9]([C:11]1[O:12][C:13]2[CH:20]=[CH:19][CH:18]=[C:17]([O:21][CH2:22][CH2:23][CH2:24][N:25]([C:30]([O:32][C:33]([CH3:36])([CH3:35])[CH3:34])=[O:31])[C:26]([CH3:29])([CH3:28])[CH3:27])[C:14]=2[C:15]=1[CH3:16])=[O:10])[CH3:7].C([N-]C(C)C)(C)C.[Li+].C(I)C>C(OCC)(=O)C>[CH2:6]([O:8][C:9]([C:11]1[O:12][C:13]2[CH:20]=[CH:19][CH:18]=[C:17]([O:21][CH2:22][CH2:23][CH2:24][N:25]([C:30]([O:32][C:33]([CH3:35])([CH3:34])[CH3:36])=[O:31])[C:26]([CH3:27])([CH3:28])[CH3:29])[C:14]=2[C:15]=1[CH2:16][CH2:2][CH3:3])=[O:10])[CH3:7] |f:2.3|. Procedure details: To a dry tetrahydrofuran (3 ml) solution of 4-[3-(tert-butoxycarbonyl-tert-butyl-amino)-propoxy]-3-methyl-benzofuran-2-carboxylic acid ethyl ester (50 mg) was added lithium diisopropylamide (1.2 ml, 0.5N in THF) at −78° C. After 30 minutes ethyl iodide (160 μl) was added at the same temperature. Then reaction mixture was allowed to warm to ambient temperature and stirred overnight. The reaction mixture was diluted with ethyl acetate and washed with saturated ammonium chloride solution and dried ...